From a dataset of the Open Reaction Database (ORD), a public repository of structured organic reaction records. describe an organic reaction: reactants, conditions, products, and yield Reactants: COC1=CC(=CC=2CC[C@@H]3[C@@H]4CC[C@@H]([C@@]4(C)CC[C@@H]3C12)OC(C)=O)OC (rac.-1,3-dimethoxy-17β-acetoxy-8α-estra-1,3,5(10)-triene), CO (methanol), C(=O)([O-])[O-].[K+].[K+] (potash). Run in C(C)(=O)O (acetic acid). The product is COC1=CC(=CC=2CC[C@@H]3[C@@H]4CC[C@@H]([C@@]4(C)CC[C@@H]3C12)O)OC (rac.-1,3-Dimethoxy-8α-estra-1,3,5(10)-trien-17β-ol). Reaction SMILES: [CH3:1][O:2][C:3]1[C:20]2[C@@H:19]3[C@@H:10]([C@H:11]4[C@@:15]([CH2:17][CH2:18]3)([CH3:16])[C@@H:14]([O:21]C(=O)C)[CH2:13][CH2:12]4)[CH2:9][CH2:8][C:7]=2[CH:6]=[C:5]([O:25][CH3:26])[CH:4]=1.CO.C([O-])([O-])=O.[K+].[K+]>C(O)(=O)C>[CH3:1][O:2][C:3]1[C:20]2[C@@H:19]3[C@@H:10]([C@H:11]4[C@@:15]([CH2:17][CH2:18]3)([CH3:16])[C@@H:14]([OH:21])[CH2:13][CH2:12]4)[CH2:9][CH2:8][C:7]=2[CH:6]=[C:5]([O:25][CH3:26])[CH:4]=1 |f:2.3.4|. Procedure details: 4.5 g. of rac.-1,3-dimethoxy-17β-acetoxy-8α-estra-1,3,5(10)-triene is saponified under N2 in 100 ml. of methanol with 13 ml. of aqueous potash solution (10%) by heating for 1.5 hours under reflux. After cooling, the mixture is gently neutralized with glacial acetic acid, concentrated to half its volume, precipitated into ice water/NaCl, and worked up, thus obtaining 4.1 g. of crude product. By recrystallization of 500 mg. from methanol, 330 mg. of final product is obtained, m.p. 153/153.5°-154°C... Starting materials: C(C)C=1C=C(C=O)C=CC1O (3-ethyl-4-hydroxybenzaldehyde), [H-].[H-].[H-].[H-].[Li+].[Al+3] (LiAlH4), CCOCC (Et2O). The solvent is C1CCOC1 (THF). Conditions: temperature 0 celsius, time 2 hour. Yields the product C(C)C1=C(C=CC(=C1)CO)O (2-Ethyl-4-(hydroxymethyl)phenol). Yield: 92.7%. As a reaction SMILES: [CH2:1]([C:3]1[CH:4]=[C:5]([CH:8]=[CH:9][C:10]=1[OH:11])[CH:6]=[O:7])[CH3:2].[H-].[H-].[H-].[H-].[Li+].[Al+3].CCOCC>C1COCC1>[CH2:1]([C:3]1[CH:4]=[C:5]([CH2:6][OH:7])[CH:8]=[CH:9][C:10]=1[OH:11])[CH3:2] |f:1.2.3.4.5.6|. Reported procedure: To a solution of 3-ethyl-4-hydroxybenzaldehyde (4.7 g, 26 mmol) in anhydrous THF (150 mL) at 0° C. under N2 was added dropwise 1 M LiAlH4 in Et2O (52 mL, 52.2 mmol). The resulting mixture was stirred at 0° C. for 2 h and then quenched by cautious addition of water and stirred for 15 minutes. The reaction mixture was then absorbed onto silica and loaded onto a silica pad which was washed with EtOAc. The EtOAc washings were collected and concentrated in vacuo to afford the title compound as a colo... The reactants are Fc1ccc(CCBr)cc1, COc1ccc(OC)c(Sc2nc3c(N)ncnc3[nH]2)c1. Product: COc1ccc(OC)c(Sc2nc3c(N)ncnc3n2CCc2ccc(F)cc2)c1. Reaction SMILES: [Br:22][CH2:23][CH2:24][c:25]1[cH:26][cH:27][c:28]([F:31])[cH:29][cH:30]1.[CH3:1][O:2][c:3]1[c:4]([S:11][c:12]2[nH:13][c:14]3[n:15][cH:16][n:17][c:18]([NH2:21])[c:19]3[n:20]2)[cH:5][c:6]([O:9][CH3:10])[cH:7][cH:8]1>>[CH3:1][O:2][c:3]1[c:4]([S:11][c:12]2[n:13]([CH2:23][CH2:24][c:25]3[cH:26][cH:27][c:28]([F:31])[cH:29][cH:30]3)[c:14]3[n:15][cH:16][n:17][c:18]([NH2:21])[c:19]3[n:20]2)[cH:5][c:6]([O:9][CH3:10])[cH:7][cH:8]1. Reactants: OC1=C(C2=C(C(CCO2)=O)C=C1)CCC (2,3-dihydro-7-hydroxy-8-propyl-4H-1-benzopyran-4-one), COC(=O)C1OC2=C(CC1)C=C(C(=C2)OCCCCCOS(=O)(=O)C)C(C)=O (rac-6-acetyl-7-[[5-[(methylsulfonyl)oxy]pentyl]oxy]-3,4-dihydro-2H-1-benzopyran-2-carboxylic acid methyl ester), C([O-])([O-])=O.[K+].[K+] (potassium carbonate). Reagents/catalysts: COCCOCCN(CCOCCOC)CCOCCOC (tris[2-(2-methoxyethoxy)ethyl]amine). Run in C1(=CC=CC=C1)C (toluene), CCOCC (ether), C1(=CC=CC=C1)C (toluene). The product is COC(=O)C1OC2=C(CC1)C=C(C(=C2)OCCCCCOC2=C(C1=C(C(CCO1)=O)C=C2)CCC)C(C)=O (rac-6-acetyl-7-[5-[(3,4-dihydro-4-oxo- 8-propyl-2H-1-benzopyran-7-yl)oxy]pentyloxy]-3,4-dihydro-2H-1-benzopyran-2-carboxylic acid methyl ester). Yield: 90.9%. As a reaction SMILES: [OH:1][C:2]1[CH:12]=[CH:11][C:5]2[C:6](=[O:10])[CH2:7][CH2:8][O:9][C:4]=2[C:3]=1[CH2:13][CH2:14][CH3:15].[CH3:16][O:17][C:18]([CH:20]1[CH2:25][CH2:24][C:23]2[CH:26]=[C:27]([C:41](=[O:43])[CH3:42])[C:28]([O:30][CH2:31][CH2:32][CH2:33][CH2:34][CH2:35]OS(C)(=O)=O)=[CH:29][C:22]=2[O:21]1)=[O:19].C(=O)([O-])[O-].[K+].[K+]>CCOCC.C1(C)C=CC=CC=1.COCCOCCN(CCOCCOC)CCOCCOC>[CH3:16][O:17][C:18]([CH:20]1[CH2:25][CH2:24][C:23]2[CH:26]=[C:27]([C:41](=[O:43])[CH3:42])[C:28]([O:30][CH2:31][CH2:32][CH2:33][CH2:34][CH2:35][O:1][C:2]3[CH:12]=[CH:11][C:5]4[C:6](=[O:10])[CH2:7][CH2:8][O:9][C:4]=4[C:3]=3[CH2:13][CH2:14][CH3:15])=[CH:29][C:22]=2[O:21]1)=[O:19] |f:2.3.4|. Procedure details: A mixture of 0.8 g (3.88 mmol) of 2,3-dihydro-7-hydroxy-8-propyl-4H-1-benzopyran-4-one, 1.6 g (3.88 mmol) of rac-6-acetyl-7-[[5-[(methylsulfonyl)oxy]pentyl]oxy]-3,4-dihydro-2H-1-benzopyran-2-carboxylic acid methyl ester, 0.78 g (5.65 mmol) of anhydrous potassium carbonate, 0.082 g of tris[2-(2-methoxyethoxy)ethyl]amine (TDA-1), and 20 mL of toluene was stirred and refluxed for 6 hr. After being cooled, the reaction mixture was diluted with ether and toluene and filtered with suction. The solids ... Starting materials: CC(C)(C)[Si](C)(C)Cl, CCOC(C)=O, ClCCl, [Na+], [Na+], O=S(=O)([O-])[O-], O, O=Cc1ccc2c(c1)c1ccccc1n2CCCCCCO, c1c[nH]cn1. RXN SMILES: [C:23]([CH3:24])([CH3:25])([CH3:26])[Si:27]([CH3:28])([CH3:29])[Cl:30].[CH3:43][CH2:44][O:45][C:46](=[O:47])[CH3:48].[Cl:50][CH2:51][Cl:52].[Na+:36].[Na+:37].[O-:38][S:39](=[O:40])(=[O:41])[O-:42].[OH2:49].[OH:1][CH2:2][CH2:3][CH2:4][CH2:5][CH2:6][CH2:7][n:8]1[c:9]2[cH:10][cH:11][cH:12][cH:13][c:14]2[c:15]2[cH:16][c:17]([CH:21]=[O:22])[cH:18][cH:19][c:20]12.[nH:31]1[cH:32][cH:33][n:34][cH:35]1>>[O:1]([CH2:2][CH2:3][CH2:4][CH2:5][CH2:6][CH2:7][n:8]1[c:9]2[cH:10][cH:11][cH:12][cH:13][c:14]2[c:15]2[cH:16][c:17]([CH:21]=[O:22])[cH:18][cH:19][c:20]12)[Si:27]([C:23]([CH3:24])([CH3:25])[CH3:26])([CH3:28])[CH3:29]. Product: CC(C)(C)[Si](C)(C)OCCCCCCn1c2ccccc2c2cc(C=O)ccc21. The reactants are CON(C(=O)C1CN(C1)C(=O)OC(C)(C)C)C (tert-butyl 3-(methoxy(methyl)carbamoyl)azetidine-1-carboxylate), C[Mg+].[Br-] (CH3MgBr), C(CC(O)(C(=O)O)CC(=O)O)(=O)O (citric acid). Reaction SMILES: CON(C)[C:4]([CH:6]1[CH2:9][N:8]([C:10]([O:12][C:13]([CH3:16])([CH3:15])[CH3:14])=[O:11])[CH2:7]1)=[O:5].C[Mg+].[Br-].[C:21](O)(=O)CC(CC(O)=O)(C(O)=O)O>C1COCC1>[C:4]([CH:6]1[CH2:7][N:8]([C:10]([O:12][C:13]([CH3:14])([CH3:15])[CH3:16])=[O:11])[CH2:9]1)(=[O:5])[CH3:21] |f:1.2|. Product: C(C)(=O)C1CN(C1)C(=O)OC(C)(C)C (Tert-butyl 3-acetylazetidine-1-carboxylate). The yield is 70.0%. Solvent: C1CCOC1 (THF). Reported procedure: To a solution of tert-butyl 3-(methoxy(methyl)carbamoyl)azetidine-1-carboxylate (7.0 g, 28.7 mmol) in THF (150 mL) was added CH3MgBr (43 mL, 43 mmol) at 0° C., then slowly warmed to RT for about 2 hr. 10% aqueous of citric acid (30 mL) was added to the mixture, and extracted with EA (50 mL×3), the combined organic phases were washed with brine (20 mL), dried over Na2SO4, filtered, concentrated and purified by column chromatography on silica gel (200-300 mesh, PE/EA=2/1), to give the crude produc... Starting materials: BrC1=CC=C(C=N1)O[C@H]1C(NCC1)=O ((R)-3-(6-bromo-pyridin-3-yloxy)-pyrrolidin-2-one), CC(C)[S-].[Na+] (sodium 2-propanethiolate). The product is C(C)(C)SC1=CC=C(C=N1)O[C@H]1C(NCC1)=O ((R)-3-(6-Isopropylsulfanyl-pyridin-3-yloxy)-pyrrolidin-2-one). RXN SMILES: Br[C:2]1[N:7]=[CH:6][C:5]([O:8][C@@H:9]2[CH2:13][CH2:12][NH:11][C:10]2=[O:14])=[CH:4][CH:3]=1.[CH3:15][CH:16]([S-:18])[CH3:17].[Na+]>>[CH:16]([S:18][C:2]1[N:7]=[CH:6][C:5]([O:8][C@@H:9]2[CH2:13][CH2:12][NH:11][C:10]2=[O:14])=[CH:4][CH:3]=1)([CH3:17])[CH3:15] |f:1.2|. Reported procedure: Typical Procedure 8 was followed. Reaction of (R)-3-(6-bromo-pyridin-3-yloxy)-pyrrolidin-2-one with sodium 2-propanethiolate provided the title compound. MS ESI+: m/z=253 [M+H]+. Starting materials: ClC=1C=C2C(=CN(C2=C(C1)C(=O)OC)CC(OC)OC)C (methyl 5-chloro-1-(2,2-dimethoxyethyl)-3-methyl-1H-indole-7-carboxylate), Cl (HCl). Solvent: C1CCOC1 (THF). Conditions: temperature 60 celsius. Yields the product ClC=1C=C2C(=CN(C2=C(C1)C(=O)OC)CC=O)C (methyl 5-chloro-3-methyl-1-(2-oxoethyl)-1H-indole-7-carboxylate). The yield is 89.6%. As a reaction SMILES: [Cl:1][C:2]1[CH:3]=[C:4]2[C:8](=[C:9]([C:11]([O:13][CH3:14])=[O:12])[CH:10]=1)[N:7]([CH2:15][CH:16](OC)[O:17]C)[CH:6]=[C:5]2[CH3:21].Cl>C1COCC1>[Cl:1][C:2]1[CH:3]=[C:4]2[C:8](=[C:9]([C:11]([O:13][CH3:14])=[O:12])[CH:10]=1)[N:7]([CH2:15][CH:16]=[O:17])[CH:6]=[C:5]2[CH3:21]. Reported procedure: To a stirred solution of methyl 5-chloro-1-(2,2-dimethoxyethyl)-3-methyl-1H-indole-7-carboxylate (909 mg, 2.9 mmol) from Step C above in THF (20 ml) was added 2N HCl (20 ml). The mixture was heated to 60° C. for 4 h. The solvent was evaporated and the residue purified by column chromatography (silica gel, 70:30 hexanes/ethyl acetate) to afford methyl 5-chloro-3-methyl-1-(2-oxoethyl)-1H-indole-7-carboxylate (690 mg, 89%) as a yellow solid: MS (ESI+) m/z 266 (M+H). Reactants: OC1=C(C2=C(C(CO2)=O)C=C1)OC (6-hydroxy-7-methoxy-3(2H)-benzofuranone). The reagents and catalysts are [Pd] (Pd/C). Solvent: C(C)(=O)O (acetic acid). The product is COC1=C(C=CC=2CCOC21)O (2,3-Dihydro-7-methoxy-6-benzofuranol). Reaction SMILES: [OH:1][C:2]1[CH:11]=[CH:10][C:5]2[C:6](=O)[CH2:7][O:8][C:4]=2[C:3]=1[O:12][CH3:13]>[Pd].C(O)(=O)C>[CH3:13][O:12][C:3]1[C:4]2[O:8][CH2:7][CH2:6][C:5]=2[CH:10]=[CH:11][C:2]=1[OH:1]. Procedure details: A solution of 6-hydroxy-7-methoxy-3(2H)-benzofuranone, 233 mg. (1.29 mmole) in 5 ml. of acetic acid was hydrogenated for 4 hours at room temperature under 53 psi of H2 using 50 mg. of 10% Pd/C as catalyst. The mixture was then filtered, concentrated in vacuo to a residue which was chromatographed over silica gel (E. Merck 60) eluting with CHCl3 to yield, after evaporation, a colorless oil.